Dataset: the Open Reaction Database (ORD), a public repository of structured organic reaction records. Task: describe an organic reaction: reactants, conditions, products, and yield The reactants are C1(CCCC1)N1C2=C(NCC(C1)(C)C)C=NC(=N2)NC=2C(C(=O)[O-])C(C=CC2OC)=O (9-cyclopentyl-7,7-dimethyl-6-oxo-6,7,8,9-tetrahydro-5H-pyrimido[4,5-b][1,4]diazepine-2-ylamino-3-methoxybenzoate), C([O-])([O-])=O.[Cs+].[Cs+] (dicesium carbonate), CN(C)C=O (DMF), CI (MeI). Run in C(C)OC(C)=O (ethylacetate). Conditions: time 8 hour. Product: C1(CCCC1)N1C2=C(N(C(C(C1)(C)C)=O)C)C=NC(=N2)NC2=C(C=C(C(=O)OC)C=C2)OC (methyl 4-(9-cyclopentyl-5,7,7-trimethyl-6-oxo-6,7,8,9-tetrahydro-5H-pyrimido[4,5-b][1,4]diazepin-2-ylamino)-3-methoxybenzoate). The yield is 56.0%. Reaction SMILES: [CH:1]1([N:6]2[CH2:12][C:11]([CH3:14])([CH3:13])[CH2:10][NH:9][C:8]3[CH:15]=[N:16][C:17]([NH:19][C:20]4[CH:21]([C:25](=O)[CH:26]=[CH:27][C:28]=4[O:29][CH3:30])C([O-])=O)=[N:18][C:7]2=3)[CH2:5][CH2:4][CH2:3][CH2:2]1.[C:32](=[O:35])([O-])[O-:33].[Cs+].[Cs+].[CH3:38]I.CN([CH:43]=[O:44])C>C(OC(=O)C)C>[CH:1]1([N:6]2[CH2:12][C:11]([CH3:13])([CH3:14])[C:43](=[O:44])[N:9]([CH3:10])[C:8]3[CH:15]=[N:16][C:17]([NH:19][C:20]4[CH:21]=[CH:25][C:26]([C:32]([O:33][CH3:38])=[O:35])=[CH:27][C:28]=4[O:29][CH3:30])=[N:18][C:7]2=3)[CH2:5][CH2:4][CH2:3][CH2:2]1 |f:1.2.3|. Reported procedure: Methyl 4-(9-cyclopentyl-7,7-dimethyl-6-oxo-6,7,8,9-tetrahydro-5H-pyrimido[4,5-b][1,4]diazepine-2-ylamino-3-methoxybenzoate and dicesium carbonate (118.6 mg, 0.3640 mmol) were mixed in DMF. MeI (103.3 mg, 45.31 μL, 0.7280 mmol) was then added and the reaction mixture was stirred at room temperature overnight. The mixture was diluted with ethylacetate, filtered through small pad of celite, washed twice with water, dried and concentrated to a yellow solid. Purification by flash chromatography on si... Solvent: ClCCl (dichloromethane), ClCCl (dichloromethane), N1=CC=CC=C1 (pyridine). Product: FC(C(=O)OC)(C=C)C(F)(F)F (Methyl 2-fluoro-2-trifluoromethylbut-3-enoate). Reaction conditions: time 2 hour. As a reaction SMILES: [F:1][C:2]([C:10]([F:13])([F:12])[F:11])([CH:7](O)[CH3:8])[C:3]([O:5][CH3:6])=[O:4].FC(F)(F)S(OS(C(F)(F)F)(=O)=O)(=O)=O.FC(C(F)(F)F)(C(OS(C(F)(F)F)(=O)=O)C)C(OC)=O.N12CCCN=C1CCCCC2>ClCCl.N1C=CC=CC=1>[F:1][C:2]([C:10]([F:11])([F:13])[F:12])([CH:7]=[CH2:8])[C:3]([O:5][CH3:6])=[O:4]. Reactants: FC(S(=O)(=O)OS(=O)(=O)C(F)(F)F)(F)F (Trifluoromethanesulphonic anhydride), N12CCCCCC2=NCCC1 (DBU), FC(C(=O)OC)(C(C)O)C(F)(F)F (Methyl 2-fluoro-2-trifluoromethyl-3-hydroxybutanoate), FC(C(=O)OC)(C(C)OS(=O)(=O)C(F)(F)F)C(F)(F)F (methyl 2-fluoro-2-trifluoromethyl-3-trifluoromethylsulphonyloxybutanoate), N12CCCCCC2=NCCC1 (1,8-diazabicyclo[5.4.0]undec-7-ene). Procedure: Methyl 2-fluoro-2-trifluoromethyl-3-hydroxybutanoate (1 g) and pyridine (440 μl) in dichloromethane (5 ml) were stirred at -10° C. under nitrogen. Trifluoromethanesulphonic anhydride (900 μl) in dichloromethane (5 ml) was added dropwise and the resulting mixture stirred for 2 hours. The solution of methyl 2-fluoro-2-trifluoromethyl-3-trifluoromethylsulphonyloxybutanoate prepared in Step 1 was treated with 1,8-diazabicyclo[5.4.0]undec-7-ene (DBU) (1.5 ml) and heated under reflux for 1 hour. Furth... The reactants are NC(CCCC(=O)OC)C1=C(C=CC=C1OC)OC (methyl 5-amino-5-(2,6-dimethoxyphenyl)pentanoate), CC=1SC2=C(N1)C=C(C=C2)C=O (2-methylbenzo[d]thiazole-5-carbaldehyde). The product is COC1=C(C(=CC=C1)OC)C1CCCC(N1CC=1C=CC2=C(N=C(S2)C)C1)=O (6-(2,6-dimethoxyphenyl)-1-((2-methylbenzo[d]thiazol-5-yl)methyl)piperidin-2-one). Reaction SMILES: [NH2:1][CH:2]([C:10]1[C:15]([O:16][CH3:17])=[CH:14][CH:13]=[CH:12][C:11]=1[O:18][CH3:19])[CH2:3][CH2:4][CH2:5][C:6]([O:8]C)=O.[CH3:20][C:21]1[S:22][C:23]2[CH:29]=[CH:28][C:27]([CH:30]=O)=[CH:26][C:24]=2[N:25]=1>>[CH3:19][O:18][C:11]1[CH:12]=[CH:13][CH:14]=[C:15]([O:16][CH3:17])[C:10]=1[CH:2]1[N:1]([CH2:30][C:27]2[CH:28]=[CH:29][C:23]3[S:22][C:21]([CH3:20])=[N:25][C:24]=3[CH:26]=2)[C:6](=[O:8])[CH2:5][CH2:4][CH2:3]1. Reported procedure: Prepared according to the described general procedure 1 (GP1) by reaction of methyl 5-amino-5-(2,6-dimethoxyphenyl)pentanoate with 2-methylbenzo[d]thiazole-5-carbaldehyde. Subsequent purification by preparative HPLC afforded the target compound. LC-MS (conditions A): tR=0.78 min.; [M+H]+: 397.01 g/mol. Reaction conditions: temperature 95 celsius, time 3 hour. The reactants are C(#N)CC(=O)N (2-cyanoacetamide), oil, [H-].[Na+] (NaH), CO (methanol), ClC1=C(C=CC(=C1)Cl)C(C(=CN(C)C)C1=CC=C(C=C1)F)=O (1-(2.4-Dichlorophenyl)-3-(dimethylamino)-2-(4-fluorophenyl)prop-2-en-1-one). Reaction SMILES: [H-].[Na+].CO.[C:5]([CH2:7][C:8]([NH2:10])=[O:9])#[N:6].[Cl:11][C:12]1[CH:17]=[C:16]([Cl:18])[CH:15]=[CH:14][C:13]=1[C:19](=O)[C:20]([C:25]1[CH:30]=[CH:29][C:28]([F:31])=[CH:27][CH:26]=1)=[CH:21]N(C)C>CN(C=O)C>[Cl:11][C:12]1[CH:17]=[C:16]([Cl:18])[CH:15]=[CH:14][C:13]=1[C:19]1[NH:10][C:8](=[O:9])[C:7]([C:5]#[N:6])=[CH:21][C:20]=1[C:25]1[CH:26]=[CH:27][C:28]([F:31])=[CH:29][CH:30]=1 |f:0.1|. Procedure details: To an oven-dried round bottom flask was added 1.87 g of a 60% oil dispersion of NaH (46.8 mmol), DMF (50 mL), and methanol (1.89 mL; 46.8 mmol) under a N2 atmosphere. To this suspension was added a solution of 2-cyanoacetamide (1.97 g; 23.4 mmol) in DMF (10 mL) via syringe followed by a solution of the crude product of Step B (21.3 mmol) in DMF (20 mL). The resulting reaction mixture was heated to 95° C. and stirred for 3 hours. The reaction was the quenched with saturated aqueous NaHSO4 solutio... The solvent is CN(C)C=O (DMF), CN(C)C=O (DMF), CN(C)C=O (DMF). Product: ClC1=C(C=CC(=C1)Cl)C1=C(C=C(C(N1)=O)C#N)C1=CC=C(C=C1)F (6-(2,4-Dichlorophenyl)-5-(4-fluorophenyl)-2-oxo-1,2-dihydropyridine-3-carbonitrile).